From a dataset of the Open Reaction Database (ORD), a public repository of structured organic reaction records. describe an organic reaction: reactants, conditions, products, and yield Reactants: CON(C)C(=O)C(CC(=O)OC(C)(C)C)NS(=O)(=O)c1ccccc1OCCc1c(O[Si](C(C)C)(C(C)C)C(C)C)ccc2ccccc12, CCCC[N+](CCCC)(CCCC)CCCC, C1CCOC1, [Cl-], [F-], [NH4+]. Yields the product CON(C)C(=O)C(CC(=O)OC(C)(C)C)NS(=O)(=O)c1ccccc1OCCc1c(O)ccc2ccccc12. As a reaction SMILES: [C:1]([CH3:2])([CH3:3])([CH3:4])[O:5][C:6]([CH2:7][CH:8]([C:9](=[O:10])[N:11]([CH3:12])[O:13][CH3:14])[NH:15][S:16](=[O:17])(=[O:18])[c:19]1[c:20]([O:25][CH2:26][CH2:27][c:28]2[c:29]([O:38][Si:39]([CH:40]([CH3:41])[CH3:42])([CH:43]([CH3:44])[CH3:45])[CH:46]([CH3:47])[CH3:48])[cH:30][cH:31][c:32]3[cH:33][cH:34][cH:35][cH:36][c:37]23)[cH:21][cH:22][cH:23][cH:24]1)=[O:49].[CH2:51]([N+:52]([CH2:53][CH2:54][CH2:55][CH3:56])([CH2:57][CH2:58][CH2:59][CH3:60])[CH2:61][CH2:62][CH2:63][CH3:64])[CH2:65][CH2:66][CH3:67].[CH2:68]1[O:69][CH2:70][CH2:71][CH2:72]1.[Cl-:73].[F-:50].[NH4+:74]>>[C:1]([CH3:2])([CH3:3])([CH3:4])[O:5][C:6]([CH2:7][CH:8]([C:9](=[O:10])[N:11]([CH3:12])[O:13][CH3:14])[NH:15][S:16](=[O:17])(=[O:18])[c:19]1[c:20]([O:25][CH2:26][CH2:27][c:28]2[c:29]([OH:38])[cH:30][cH:31][c:32]3[cH:33][cH:34][cH:35][cH:36][c:37]23)[cH:21][cH:22][cH:23][cH:24]1)=[O:49].